describe an organic reaction: reactants, conditions, products, and yield From a dataset of the Open Reaction Database (ORD), a public repository of structured organic reaction records. The reactants are 48h, Cl (HCl), C(#N)[BH3-].[Na+] (Sodium cyanoborohydride), Cl (HCl), C(C)N (EtNH2), Cl (HCl), COC=1C=C2CCCC(C2=CC1)C(C)=O (1-(1,2,3,4-Tetrahydro-6-methoxy-1-naphthyl)ethan1-one). Solvent: CO (MeOH). The product is COC=1C=C2CCCC(C2=CC1)C(C)NCC (1-(6-Methoxy1,2,3,4-tetrahydro-1-naphthyl)-N-ethyl-1-amino ethane). RXN SMILES: [CH3:1][O:2][C:3]1[CH:4]=[C:5]2[C:10](=[CH:11][CH:12]=1)[CH:9]([C:13](=O)[CH3:14])[CH2:8][CH2:7][CH2:6]2.[CH2:16]([NH2:18])[CH3:17].Cl.C([BH3-])#N.[Na+]>CO>[CH3:1][O:2][C:3]1[CH:4]=[C:5]2[C:10](=[CH:11][CH:12]=1)[CH:9]([CH:13]([NH:18][CH2:16][CH3:17])[CH3:14])[CH2:8][CH2:7][CH2:6]2 |f:3.4|. Procedure: The product of Example 93 (2 g) was dissolved in anhydrous MeOH (20 ml) and EtNH2 (3 ml) and the pH adjusted to ca. 8 with methanolic HCl. Sodium cyanoborohydride (500 mg) was added and an additional 2 ml methanolic HCl dropwise. The reaction was stirred under N2 for 48h then 6 N HCl added to pH<2. The methanol was removed under vacuum and the aqueous layer extracted with CH2Cl2 (2×100 ml). The organic layer was separated, washed with brine, dried (MgSO4), filtered and evaporated giving 0.18 g o... Starting materials: [N+](=O)([O-])C1=CC=C(C(=O)Cl)C=C1 (p-nitrobenzoyl chloride), C(C1=CC=CC=C1)O[C@@H](C=O)[C@@H](OCC1=CC=CC=C1)[C@H](OCC1=CC=CC=C1)[C@H](O)COCC1=CC=CC=C1 (2,3,4,6-tetra-O-benzyl glucose), O (water). Run in N1=CC=CC=C1 (pyridine). Run at time 72 hour. The product is C(C1=CC=CC=C1)O[C@@H](C(=O)C(C1=CC=C(C=C1)[N+](=O)[O-])=O)[C@@H](OCC1=CC=CC=C1)[C@H](OCC1=CC=CC=C1)[C@H](O)COCC1=CC=CC=C1 (2,3,4,6-tetra-O-benzyl-1-p-nitrobenzoyl glucose). The yield is 91.5%. As a reaction SMILES: [CH2:1]([O:8][C@H:9]([C@H:12]([C@@H:21]([C@@H:30]([CH2:32][O:33][CH2:34][C:35]1[CH:40]=[CH:39][CH:38]=[CH:37][CH:36]=1)[OH:31])[O:22][CH2:23][C:24]1[CH:29]=[CH:28][CH:27]=[CH:26][CH:25]=1)[O:13][CH2:14][C:15]1[CH:20]=[CH:19][CH:18]=[CH:17][CH:16]=1)[CH:10]=[O:11])[C:2]1[CH:7]=[CH:6][CH:5]=[CH:4][CH:3]=1.[N+:41]([C:44]1[CH:52]=[CH:51][C:47]([C:48](Cl)=[O:49])=[CH:46][CH:45]=1)([O-:43])=[O:42].O>N1C=CC=CC=1>[CH2:1]([O:8][C@H:9]([C@H:12]([C@@H:21]([C@@H:30]([CH2:32][O:33][CH2:34][C:35]1[CH:36]=[CH:37][CH:38]=[CH:39][CH:40]=1)[OH:31])[O:22][CH2:23][C:24]1[CH:25]=[CH:26][CH:27]=[CH:28][CH:29]=1)[O:13][CH2:14][C:15]1[CH:20]=[CH:19][CH:18]=[CH:17][CH:16]=1)[C:10]([C:48](=[O:49])[C:47]1[CH:46]=[CH:45][C:44]([N+:41]([O-:43])=[O:42])=[CH:52][CH:51]=1)=[O:11])[C:2]1[CH:3]=[CH:4][CH:5]=[CH:6][CH:7]=1. Procedure details: First, 59 g (109 mmol) of 2,3,4,6-tetra-O-benzyl glucose, from Sigma Chemical Company, was dissolved in 200 ml of pyridine and 22.3 g (120 mmol) of p-nitrobenzoyl chloride was added. The mixture was stirred at room temperature for 72 hours, poured into 750 ml of water, and the solid was isolated by filtration and recrystallized from 95% ethanol to produce 68.8 g (91%) of 2,3,4,6-tetra-O-benzyl-1-p-nitrobenzoyl glucose. The reactants are F[B-](F)(F)F, COc1ccc(-c2oncc2C(=O)O)cc1, CN(C)C=O, CCN(C(C)C)C(C)C, c1ccc(C2CCNC2)cc1, CN(C)C(On1nnc2ccccc21)=[N+](C)C. The product is COc1ccc(-c2oncc2C(=O)N2CCC(c3ccccc3)C2)cc1. As a reaction SMILES: [B-:28]([F:29])([F:30])([F:31])[F:32].[CH3:1][O:2][c:3]1[cH:4][cH:5][c:6](-[c:9]2[c:10]([C:14](=[O:15])[OH:16])[cH:11][n:12][o:13]2)[cH:7][cH:8]1.[CH3:59][N:60]([CH3:61])[CH:62]=[O:63].[CH:50]([N:51]([CH:52]([CH3:53])[CH3:54])[CH2:55][CH3:56])([CH3:57])[CH3:58].[c:17]1([CH:23]2[CH2:24][NH:25][CH2:26][CH2:27]2)[cH:18][cH:19][cH:20][cH:21][cH:22]1.[n:33]1([O:34][C:35]([N:36]([CH3:37])[CH3:38])=[N+:39]([CH3:40])[CH3:41])[c:42]2[cH:43][cH:44][cH:45][cH:46][c:47]2[n:48][n:49]1>>[CH3:1][O:2][c:3]1[cH:4][cH:5][c:6](-[c:9]2[c:10]([C:14](=[O:16])[N:25]3[CH2:24][CH:23]([c:17]4[cH:18][cH:19][cH:20][cH:21][cH:22]4)[CH2:27][CH2:26]3)[cH:11][n:12][o:13]2)[cH:7][cH:8]1. Reactants: CC=1N=CC(=NC1)NC(N)=O (3-(5methyl-pyrazin-2-yl)urea), CN(C)CC1=CC(=C(C=C1)N)OC (4-dimethylaminomethyl-2-methoxy-phenylamine), CC=1N=CC(=NC1)NC(=O)N ((5-methyl-pyrazin-2-yl)-urea), C1(=CC=CC=C1)P(=O)(C1=CC=CC=C1)N=[N+]=[N-] (diphenylphosphoryl azide), compound 336. The product is CN(C)CC1=CC(=C(C=C1)NC(=O)NC1=NC=C(N=C1)C)OC (1-(4-Dimethylaminomethyl-2-methoxy-phenyl)-3-(5-methyl-pyrazin-2-yl)-urea). As a reaction SMILES: [CH3:1][C:2]1[N:3]=[CH:4][C:5]([NH:8][C:9](=[O:11])[NH2:10])=[N:6][CH:7]=1.C1(P(N=[N+]=[N-])(C2C=CC=CC=2)=O)C=CC=CC=1.[CH3:29][N:30]([CH2:32][C:33]1[CH:38]=[CH:37][C:36](N)=[C:35]([O:40][CH3:41])[CH:34]=1)[CH3:31]>>[CH3:31][N:30]([CH2:32][C:33]1[CH:38]=[CH:37][C:36]([NH:10][C:9]([NH:8][C:5]2[CH:4]=[N:3][C:2]([CH3:1])=[CH:7][N:6]=2)=[O:11])=[C:35]([O:40][CH3:41])[CH:34]=1)[CH3:29]. Procedure: 144-Dimethylaminomethyl-2-methoxy-phenyl)-3-(5methyl-pyrazin-2-yl)urea. According to the diphenylphosphoryl azide method described above for compound 336, 4-dimethylaminomethyl-2-methoxy-phenylamine was converted to the (5-methyl-pyrazin-2-yl)-urea. The crude product was purified by preparative TLC, eluting with 5% MeOH in CH2Cl2. 1H NMR (400 MHz, d6-DMSO): δ 11.21 (s, 1H), 8.95 (s, 1H), 8.39 (s, 1H), 8.21 (d, J=7.83 Hz, 1H), 8.04 (s, 1H), 7.01 (s, 1H), 6.89 (d, J=7.83 Hz, 1H), 3.98 (s, 3H), 3.9...